Dataset: the Open Reaction Database (ORD), a public repository of structured organic reaction records. Task: describe an organic reaction: reactants, conditions, products, and yield Reactants: C([O-])(O)=O.[Na+] (sodium bicarbonate), [I-].C[P+](C1=CC=CC=C1)(C1=CC=CC=C1)C1=CC=CC=C1 (Methyl triphenylphosphonium iodide), C(C)(C)(C)SC1=C(C=CC=C1)C=O (2-(tert-butylsulfanyl)benzenecarbaldehyde), CC(C)([O-])C.[K+] (potassium tert-butoxide). Reaction SMILES: [I-].[CH3:2][P+](C1C=CC=CC=1)(C1C=CC=CC=1)C1C=CC=CC=1.CC(C)([O-])C.[K+].[C:28]([S:32][C:33]1[CH:38]=[CH:37][CH:36]=[CH:35][C:34]=1[CH:39]=O)([CH3:31])([CH3:30])[CH3:29].C(=O)(O)[O-].[Na+]>CCOCC>[C:28]([S:32][C:33]1[CH:38]=[CH:37][CH:36]=[CH:35][C:34]=1[CH:39]=[CH2:2])([CH3:31])([CH3:30])[CH3:29] |f:0.1,2.3,5.6|. Yields the product C(C)(C)(C)SC1=C(C=CC=C1)C=C (1-(tert-butylsulfanyl)-2-vinylbenzene). Conditions: time 10 minute. Procedure: Methyl triphenylphosphonium iodide (1.57 g, 3.88 mmol) was dissolved in 25 ml ether in a 50 mL round-bottomed flask under dry nitrogen. To the mixture was added in one portion at 0° C. potassium tert-butoxide (0.47 g, 4.19 mmol) and it was stirred for 10 min at room temperature. 2-(tert-butylsulfanyl)benzenecarbaldehyde (2.77 mmol) was added in one portion at 0° C. and the reaction mixture was stirred until complete disappearance of the reactants (24 hr) at room temperature (followed by TLC). Th... The solvent is CCOCC (ether). RXN SMILES: [Br:34][CH2:35][C:36](=[O:37])[O:38][C:39]([CH3:40])([CH3:41])[CH3:42].[C:28](=[O:29])([O-:30])[O-:31].[CH3:43][C:44](=[O:45])[CH3:46].[Cl:1][c:2]1[cH:3][n:4][n:5]([CH3:27])[c:6]1-[c:7]1[cH:8][c:9]([NH:14][C:15]([c:16]2[cH:17][c:18]([C:22]([F:23])([F:24])[F:25])[cH:19][cH:20][cH:21]2)=[O:26])[cH:10][cH:11][c:12]1[OH:13].[K+:32].[K+:33]>>[Cl:1][c:2]1[cH:3][n:4][n:5]([CH3:27])[c:6]1-[c:7]1[cH:8][c:9]([NH:14][C:15]([c:16]2[cH:17][c:18]([C:22]([F:23])([F:24])[F:25])[cH:19][cH:20][cH:21]2)=[O:26])[cH:10][cH:11][c:12]1[O:13][CH2:35][C:36](=[O:37])[O:38][C:39]([CH3:40])([CH3:41])[CH3:42]. Starting materials: CC(C)(C)OC(=O)CBr, O=C([O-])[O-], CC(C)=O, Cn1ncc(Cl)c1-c1cc(NC(=O)c2cccc(C(F)(F)F)c2)ccc1O, [K+], [K+]. Product: Cn1ncc(Cl)c1-c1cc(NC(=O)c2cccc(C(F)(F)F)c2)ccc1OCC(=O)OC(C)(C)C. The reactants are C(C)OC(C1=C(C(=CC=C1C(CC1=C(C2=C(C=C1CCNCCC1=CC=CC=C1)OCO2)OC)=O)OC)OC)=O (2,3-dimethoxy-6-(2-methoxy-3,4-methylenedioxy-6-benzylmethylaminoethylphenylacetyl)benzoic acid ethyl ester), Cl (HCl). Reagents/catalysts: [Pd] (Pd/C). Run in C(C)O (ethanol). The product is Cl.C(C)OC(C1=C(C(=CC=C1C(CC1=C(C2=C(C=C1CCNC)OCO2)OC)=O)OC)OC)=O (2,3-dimethoxy-6-(2-methoxy-3,4-methylenedioxy-6-methylaminoethylphenylacetyl)benzoic acid ethyl ester hydrochloride). As a reaction SMILES: [CH2:1]([O:3][C:4](=[O:40])[C:5]1[C:10]([C:11](=[O:35])[CH2:12][C:13]2[C:18]([CH2:19][CH2:20][NH:21][CH2:22]CC3C=CC=CC=3)=[CH:17][C:16]3[O:30][CH2:31][O:32][C:15]=3[C:14]=2[O:33][CH3:34])=[CH:9][CH:8]=[C:7]([O:36][CH3:37])[C:6]=1[O:38][CH3:39])[CH3:2].[ClH:41]>[Pd].C(O)C>[ClH:41].[CH2:1]([O:3][C:4](=[O:40])[C:5]1[C:10]([C:11](=[O:35])[CH2:12][C:13]2[C:18]([CH2:19][CH2:20][NH:21][CH3:22])=[CH:17][C:16]3[O:30][CH2:31][O:32][C:15]=3[C:14]=2[O:33][CH3:34])=[CH:9][CH:8]=[C:7]([O:36][CH3:37])[C:6]=1[O:38][CH3:39])[CH3:2] |f:4.5|. Procedure: 73.7 g of 2,3-dimethoxy-6-(2-methoxy-3,4-methylenedioxy-6-benzylmethylaminoethylphenylacetyl)benzoic acid ethyl ester as the HCl salt (mp 160°-161°C) was dissolved in 1.8 l. of ethanol. The resulting mixture was hydrogenated in the presence of 11.5 g of 10% Pd/C at 3 atm for 20 hr. After removal of the catalyst, the solution was concentrated to a small volume. After cooling, 2,3-dimethoxy-6-(2-methoxy-3,4-methylenedioxy-6-methylaminoethylphenylacetyl)benzoic acid ethyl ester hydrochloride of mp ...